This data is from the Open Reaction Database (ORD), a public repository of structured organic reaction records. The task is: describe an organic reaction: reactants, conditions, products, and yield Product: CN(C(=O)c1ccc(Cl)cc1)C1CCN(C(=O)C2(C)CCN(C(=O)OC(C)(C)C)CC2)CC1c1ccc(Cl)c(Cl)c1. The reactants are CC(C)(C)OC(=O)N1CCC(C)(C(=O)O)CC1, CN(C(=O)c1ccc(Cl)cc1)C1CCNCC1c1ccc(Cl)c(Cl)c1, Cl. Reaction SMILES: [C:27]([CH3:28])([CH3:29])([CH3:30])[O:31][C:32](=[O:33])[N:34]1[CH2:35][CH2:36][C:37]([C:40](=[O:41])[OH:42])([CH3:43])[CH2:38][CH2:39]1.[Cl:2][c:3]1[cH:4][cH:5][c:6]([C:7](=[O:8])[N:9]([CH3:10])[CH:11]2[CH:12]([c:17]3[cH:18][c:19]([Cl:24])[c:20]([Cl:23])[cH:21][cH:22]3)[CH2:13][NH:14][CH2:15][CH2:16]2)[cH:25][cH:26]1.[ClH:1]>>[Cl:2][c:3]1[cH:4][cH:5][c:6]([C:7](=[O:8])[N:9]([CH3:10])[CH:11]2[CH:12]([c:17]3[cH:18][c:19]([Cl:24])[c:20]([Cl:23])[cH:21][cH:22]3)[CH2:13][N:14]([C:40]([C:37]3([CH3:43])[CH2:36][CH2:35][N:34]([C:32]([O:31][C:27]([CH3:28])([CH3:29])[CH3:30])=[O:33])[CH2:39][CH2:38]3)=[O:41])[CH2:15][CH2:16]2)[cH:25][cH:26]1.